Dataset: the Open Reaction Database (ORD), a public repository of structured organic reaction records. Task: describe an organic reaction: reactants, conditions, products, and yield Reactants: [N+](=O)([O-])C1=CC=C(C=C1)O (4-nitrophenol), C(=C)OC(C)=O (acetic acid vinyl ester). Reaction conditions: temperature 50 celsius, time 4 hour. Yields the product [N+](=O)([O-])C1=CC=C(C=C1)C=COC=CC1=CC=C(C=C1)[N+](=O)[O-] (4-nitrophenylvinylether). The yield is 55.5%. Reaction SMILES: [N+:1]([C:4]1[CH:9]=[CH:8][C:7](O)=[CH:6][CH:5]=1)([O-:3])=[O:2].[CH:11]([O:13][C:14](=O)[CH3:15])=[CH2:12]>>[N+:1]([C:4]1[CH:9]=[CH:8][C:7]([CH:12]=[CH:11][O:13][CH:14]=[CH:15][C:7]2[CH:8]=[CH:9][C:4]([N+:1]([O-:3])=[O:2])=[CH:5][CH:6]=2)=[CH:6][CH:5]=1)([O-:3])=[O:2]. Reported procedure: 104 g (0.75 Mol) of 4-nitrophenol are dissolved in 420 ml (4.5 Mol) acetic acid vinyl ester. After washing with nitrogen, successively 3.0 g mercury acetate and 0.2 ml BF3 -etherate are added. The reaction mixture is stirred for 4 hours at 50° C. After cooling, 2 g sodium acetate are added, evaporated, and the residue then dissolved in ether. There follows washing three times with 2 n-caustic soda, three times with water, drying and evaporation. The residue is recrystallized from ether. 65 g (52... Reactants: CC(C)(C)OC(=O)NCC(CO[Si](C)(C)C(C)(C)C)n1c(CCl)nc2cnc3ccccc3c21, O=C([O-])O, CCCC[N+](CCCC)(CCCC)CCCC, CC(C)(C)[O-], ClC(Cl)Cl, ClCCl, [F-], [K+], [Na+], C1CCOC1. Yields the product CC(C)(C)OC(=O)NCC1COCc2nc3cnc4ccccc4c3n21. As a reaction SMILES: [C:1]([Si:2]([CH3:3])([CH3:4])[O:6][CH2:7][CH:8]([CH2:9][NH:10][C:11]([O:12][C:13]([CH3:14])([CH3:15])[CH3:16])=[O:17])[n:18]1[c:19]([CH2:31][Cl:5])[n:20][c:21]2[cH:22][n:23][c:24]3[cH:25][cH:26][cH:27][cH:28][c:29]3[c:30]12)([CH3:32])([CH3:33])[CH3:34].[C:53](=[O:54])([OH:55])[O-:56].[CH3:36][CH2:37][CH2:38][CH2:39][N+:40]([CH2:41][CH2:42][CH2:43][CH3:44])([CH2:45][CH2:46][CH2:47][CH3:48])[CH2:49][CH2:50][CH2:51][CH3:52].[CH3:58][C:59]([CH3:60])([O-:61])[CH3:62].[Cl:69][CH:70]([Cl:71])[Cl:72].[Cl:73][CH2:74][Cl:75].[F-:35].[K+:63].[Na+:57].[O:64]1[CH2:65][CH2:66][CH2:67][CH2:68]1>>[O:6]1[CH2:7][CH:8]([CH2:9][NH:10][C:11]([O:12][C:13]([CH3:14])([CH3:15])[CH3:16])=[O:17])[n:18]2[c:19]([n:20][c:21]3[cH:22][n:23][c:24]4[cH:25][cH:26][cH:27][cH:28][c:29]4[c:30]23)[CH2:31]1. Procedure details: (4S,7S,10aS)-Methyl 4-((2R,5R)-2,5-dibenzyl-6-((S,Z)-1-benzyl-2-oxo-1,2,3,4,7,8-hexahydroazocin-3-ylamino)-6-oxohexanamido)-5-oxooctahydro-2H-pyrido[2,1-b][1,3]thiazepine-7-carboxylate was synthesized as described in General Procedure H using Intermediate 23 (8.0 mg, 0.014 mmol) and Intermediate 44 (6.5 mg, 0.028 mmol) to give a white solid (6.8 mg, 61% yield). Anal. Calcd. for C45H54N4O6S m/z 778.7. found: 779.3 (M+H)+; 1H NMR (400 MHz, CDCl3) δ ppm 7.40-7.05 (m, 17H), 5.48-5.26 (m, 4H), 5.18-5... Yield: 61.0%. Reactants: C(C1=CC=CC=C1)[C@H](C(=O)O)CC[C@@H](C(=O)N[C@@H]1C(N2[C@@H](SCC1)CCC[C@H]2C(=O)OC)=O)CC2=CC=CC=C2 ((2R,5R)-2,5-Dibenzyl-6-((4S,7S,10aS)-7-(methoxycarbonyl)-5-oxooctahydro-2H-pyrido[2,1-b][1,3]thiazepin-4-ylamino)-6-oxohexanoic acid), N[C@@H]1C(N(CC\C=C/C1)CC1=CC=CC=C1)=O ((S,Z)-3-Amino-1-benzyl-3,4,7,8-tetrahydroazocin-2(1H)-one). Product: C(C1=CC=CC=C1)[C@H](C(=O)N[C@@H]1C(N2[C@@H](SCC1)CCC[C@H]2C(=O)OC)=O)CC[C@@H](C(=O)N[C@@H]2C(N(CC\C=C/C2)CC2=CC=CC=C2)=O)CC2=CC=CC=C2 ((4S,7S,10aS)-Methyl 4-((2R,5R)-2,5-dibenzyl-6-((S,Z)-1-benzyl-2-oxo-1,2,3,4,7,8-hexahydroazocin-3-ylamino)-6-oxohexanamido)-5-oxooctahydro-2H-pyrido[2,1-b][1,3]thiazepine-7-carboxylate), solid. RXN SMILES: [CH2:1]([C@@H:8]([CH2:12][CH2:13][C@H:14]([CH2:34][C:35]1[CH:40]=[CH:39][CH:38]=[CH:37][CH:36]=1)[C:15]([NH:17][C@H:18]1[CH2:24][CH2:23][S:22][C@H:21]2[CH2:25][CH2:26][CH2:27][C@@H:28]([C:29]([O:31][CH3:32])=[O:30])[N:20]2[C:19]1=[O:33])=[O:16])[C:9](O)=[O:10])[C:2]1[CH:7]=[CH:6][CH:5]=[CH:4][CH:3]=1.[NH2:41][C@H:42]1[CH2:49][CH:48]=[CH:47][CH2:46][CH2:45][N:44]([CH2:50][C:51]2[CH:56]=[CH:55][CH:54]=[CH:53][CH:52]=2)[C:43]1=[O:57]>>[CH2:34]([C@@H:14]([CH2:13][CH2:12][C@H:8]([CH2:1][C:2]1[CH:3]=[CH:4][CH:5]=[CH:6][CH:7]=1)[C:9]([NH:41][C@H:42]1[CH2:49][CH:48]=[CH:47][CH2:46][CH2:45][N:44]([CH2:50][C:51]2[CH:56]=[CH:55][CH:54]=[CH:53][CH:52]=2)[C:43]1=[O:57])=[O:10])[C:15]([NH:17][C@H:18]1[CH2:24][CH2:23][S:22][C@H:21]2[CH2:25][CH2:26][CH2:27][C@@H:28]([C:29]([O:31][CH3:32])=[O:30])[N:20]2[C:19]1=[O:33])=[O:16])[C:35]1[CH:40]=[CH:39][CH:38]=[CH:37][CH:36]=1. Starting materials: CC(C)(C)OC(=O)CC1CCn2c1c(C1CC1)c1cc(OCc3ccc(C4CCCC4)c(C(F)(F)F)c3)ccc12, O=C(O)C(F)(F)F, NC(CS)C(=O)O, O. The product is O=C(O)CC1CCn2c1c(C1CC1)c1cc(OCc3ccc(C4CCCC4)c(C(F)(F)F)c3)ccc12. RXN SMILES: [CH:1]1([c:6]2[c:7]([C:37]([F:38])([F:39])[F:40])[cH:8][c:9]([CH2:10][O:11][c:12]3[cH:13][c:14]4[c:15]([CH:32]5[CH2:33][CH2:34]5)[c:16]5[n:17]([c:18]4[cH:19][cH:20]3)[CH2:21][CH2:22][CH:23]5[CH2:24][C:25](=[O:26])[O:27][C:28]([CH3:29])([CH3:30])[CH3:31])[cH:35][cH:36]2)[CH2:2][CH2:3][CH2:4][CH2:5]1.[F:49][C:50]([F:51])([F:52])[C:53]([OH:54])=[O:55].[NH2:41][CH:42]([CH2:43][SH:44])[C:45]([OH:46])=[O:47].[OH2:48]>>[CH:1]1([c:6]2[c:7]([C:37]([F:38])([F:39])[F:40])[cH:8][c:9]([CH2:10][O:11][c:12]3[cH:13][c:14]4[c:15]([CH:32]5[CH2:33][CH2:34]5)[c:16]5[n:17]([c:18]4[cH:19][cH:20]3)[CH2:21][CH2:22][CH:23]5[CH2:24][C:25](=[O:26])[OH:27])[cH:35][cH:36]2)[CH2:2][CH2:3][CH2:4][CH2:5]1. Starting materials: CC1CC(CC(C1C(=O)OCCCC)=O)=O (butyl 6-methyl-2,4-dioxocyclohexane-1-carboxylate), 7c, NC1=C(C=CC=C1)S (2-aminothiophenol). Run in CS(=O)C (DMSO). The product is CC1CC=2NC3=CC=CC=C3SC2C(C1)=O (2-Methyl-2,3-dihydro-1H-phenothiazin-4[10H] -one). RXN SMILES: [CH3:1][CH:2]1[CH:7](C(OCCCC)=O)[C:6](=O)[CH2:5][C:4](=[O:16])[CH2:3]1.[NH2:17][C:18]1[CH:23]=[CH:22][CH:21]=[CH:20][C:19]=1[SH:24]>CS(C)=O>[CH3:1][CH:2]1[CH2:3][C:4](=[O:16])[C:5]2[S:24][C:19]3[C:18](=[CH:23][CH:22]=[CH:21][CH:20]=3)[NH:17][C:6]=2[CH2:7]1. Reported procedure: A mixture of ter butyl 6-methyl-2,4-dioxocyclohexane-1-carboxylate, 7c (3.09 g, 13.7 mmole) and 2-aminothiophenol, 6 (X=H, 1.71 g, 13.7 mmole) in DMSO (10 mL) is placed in a preheated heating mantle. The reaction mixture is stirred and refluxed for 0.5 h. Upon cooling, the reaction mixture forms a solid. The crystals are filtered and the remaining mother liquid is poured into cold water, whereupon further precipitation occurs. Each precipitate was separately recrystallized twice from MeOH and pr... The reactants are ClCC(=O)N(C1=C(C=CC=C1CC)CC)CCOCCC (2-chloro-2',6'-diethyl-N-(2-propyloxyethyl)acetanilide), ClC=1C=C(C=CC1Cl)NC(C(C)(C)C)=O (N-(3,4-dichlorophenyl)trimethylacetamide), ClC=1C=C(C=CC1C)NC(C(CCC)C)=O (N-(3-chloro-4-methylphenyl)-2-methylpentanamide), C(CCC)OCN(C(CCl)=O)C1=C(C=CC=C1CC)CC (N-n-butoxymethyl-N-(2,6-diethylphenyl)chloroacetamide), COCN(C(CCl)=O)C1=C(C=CC=C1CC)CC (N-methoxymethyl-N-(2,6-diethylphenyl)chloroacetamide), C(C)(C)N(C(CCl)=O)C1=CC=CC=C1 (N-isopropyl-N-phenylchloroacetamide), ClC=1C=C(C=CC1Cl)NC(CC)=O (N-(3,4-dichlorophenyl)propionamide), ClC=1C=C(C=CC1Cl)NC(C(=C)C)=O (N-(3,4-dichlorophenyl)methacrylamide), ClC=1C=C(C=CC1Cl)NC(C(CCC)(C)C)=O (N-(3,4-dichlorophenyl)-alpha,alpha-dimethylvaleramide). The product is ClCC(=O)N(C(COC)C)C1=C(C=CC=C1C)CC (2-chloro-N-(2-ethyl-6-methylphenyl)-N-(2-methoxy-1-methylethyl)acetamide). As a reaction SMILES: [Cl:1][CH2:2][C:3]([N:5]([CH2:16][CH2:17][O:18][CH2:19]CC)[C:6]1[C:11]([CH2:12]C)=[CH:10][CH:9]=[CH:8][C:7]=1[CH2:14][CH3:15])=[O:4].Cl[C:23]1C=C(NC(=O)CC)C=CC=1Cl.ClC1C=C(NC(=O)C(C)=C)C=CC=1Cl.ClC1C=C(NC(=O)C(C)CCC)C=CC=1C.ClC1C=C(NC(=O)C(C)(C)C)C=CC=1Cl.ClC1C=C(NC(=O)C(C)(C)CCC)C=CC=1Cl.C(N(C1C=CC=CC=1)C(=O)CCl)(C)C.C(OCN(C1C(CC)=CC=CC=1CC)C(=O)CCl)CCC.COCN(C1C(CC)=CC=CC=1CC)C(=O)CCl>>[Cl:1][CH2:2][C:3]([N:5]([C:6]1[C:11]([CH3:12])=[CH:10][CH:9]=[CH:8][C:7]=1[CH2:14][CH3:15])[CH:16]([CH3:23])[CH2:17][O:18][CH3:19])=[O:4]. Procedure: 2-chloro-2',6'-diethyl-N-(2-propyloxyethyl)acetanilide; N-(3,4-dichlorophenyl)propionamide; N-(3,4-dichlorophenyl)methacrylamide; N-(3-chloro-4-methylphenyl)-2-methylpentanamide; N-(3,4-dichlorophenyl)trimethylacetamide; N-(3,4-dichlorophenyl)-alpha,alpha-dimethylvaleramide; N-isopropyl-N-phenylchloroacetamide; N-n-butoxymethyl-N-(2,6-diethylphenyl)chloroacetamide; N-methoxymethyl-N-(2,6-diethylphenyl)chloroacetamide; Reactants: O([C@H]1[C@H](O)[C@@H](O)[C@H](O)[C@H](O1)CO)C1=C(C=CC=C1)CC1=CC=C(C=C1)OC (2-(4-methoxybenzyl)phenyl β-D-glucopyranoside), C(CCCCC)(=O)Cl (hexanoyl chloride), C(CC(O)(C(=O)O)CC(=O)O)(=O)O (citric acid). Solvent: CC1=NC(=CC(=C1)C)C (2,4,6-trimethylpyridine). Run at time 3 hour. The product is C(CCCCC)(=O)OC[C@@H]1[C@H]([C@@H]([C@H]([C@H](OC2=C(C=CC=C2)CC2=CC=C(C=C2)OC)O1)O)O)O (2-(4-methoxybenzyl)phenyl 6-O-hexanoyl-β-D-glucopyranoside). The yield is 23.8%. RXN SMILES: [O:1]([C:13]1[CH:18]=[CH:17][CH:16]=[CH:15][C:14]=1[CH2:19][C:20]1[CH:25]=[CH:24][C:23]([O:26][CH3:27])=[CH:22][CH:21]=1)[C@@H:2]1[O:10][C@H:9]([CH2:11][OH:12])[C@@H:7]([OH:8])[C@H:5]([OH:6])[C@H:3]1[OH:4].[C:28](Cl)(=[O:34])[CH2:29][CH2:30][CH2:31][CH2:32][CH3:33].C(O)(=O)CC(CC(O)=O)(C(O)=O)O>CC1C=C(C)C=C(C)N=1>[C:28]([O:12][CH2:11][C@H:9]1[O:10][C@@H:2]([O:1][C:13]2[CH:18]=[CH:17][CH:16]=[CH:15][C:14]=2[CH2:19][C:20]2[CH:21]=[CH:22][C:23]([O:26][CH3:27])=[CH:24][CH:25]=2)[C@H:3]([OH:4])[C@@H:5]([OH:6])[C@@H:7]1[OH:8])(=[O:34])[CH2:29][CH2:30][CH2:31][CH2:32][CH3:33]. Procedure: To a solution of 2-(4-methoxybenzyl)phenyl β-D-glucopyranoside (0.10 g) in 2,4,6-trimethylpyridine (2 mL) was added hexanoyl chloride (0.072 g) at 0° C., and the mixture was stirred for 3 hours. To the reaction mixture was added 10% aqueous citric acid solution, and the mixture was extracted with ethyl acetate. The organic layer was washed with 10% aqueous citric acid solution and brine. The organic layer was dried over anhydrous magnesium sulfate, and the solvent was removed under reduced press... The reactants are C(O)CN (Ethanolamine), ClC=1N=NC=C(C1)C1=CC=C(C=C1)F (3-chloro-5-(4-fluorophenyl)pyridazine), C(O)CN (ethanolamine), C(C)(=O)OCC (ethyl acetate), O (water). The solvent is O1CCOCC1 (Dioxane). Run at temperature 120 celsius. The product is FC1=CC=C(C=C1)C=1C=C(N=NC1)NCCO (2-{[5-(4-Fluorophenyl)pyridazin-3-yl]amino}ethanol). As a reaction SMILES: [CH2:1]([CH2:3][NH2:4])[OH:2].Cl[C:6]1[N:7]=[N:8][CH:9]=[C:10]([C:12]2[CH:17]=[CH:16][C:15]([F:18])=[CH:14][CH:13]=2)[CH:11]=1.C(OCC)(=O)C.O>O1CCOCC1>[F:18][C:15]1[CH:14]=[CH:13][C:12]([C:10]2[CH:11]=[C:6]([NH:4][CH2:3][CH2:1][OH:2])[N:7]=[N:8][CH:9]=2)=[CH:17][CH:16]=1. Procedure details: Ethanolamine (4.82 mL, 80 mmol) was added to a stirred mixture of 3-chloro-5-(4-fluorophenyl)pyridazine (2.08 g, 9.97 mmol) in Dioxane (40 mL) in a sealed tube. The mixture was heated to 120° C. overnight, treated with additional ethanolamine (1.2 mL, 20 mmol), and heated to 150° C. for 2 h. The mixture was cooled and poured into ethyl acetate (100 mL) and water (100 mL). The precipitate was filtered and dried to afford the title compound. 1H NMR (500 MHz, CD3SOCD3) δ 8.76 (d, 1H); 7.78 (dd, 2H)...